From a dataset of the Open Reaction Database (ORD), a public repository of structured organic reaction records. describe an organic reaction: reactants, conditions, products, and yield Starting materials: [N+](=O)([O-])C=1C=CC2=C(CC(O2)=O)C1 (5-nitro-2(3H)-benzofuranone), C(CCCC)(=O)O (pentanoic acid), C(CCCC)(=O)OC(CCCC)=O (pentanoic anhydride). The product is OC(CCCC)=C1C(OC2=C1C=C(C=C2)[N+](=O)[O-])=O (3-(1-hydroxypentylidene)-5-nitro-2(3H)-benzofuranone). RXN SMILES: [N+:1]([C:4]1[CH:5]=[CH:6][C:7]2[O:11][C:10](=[O:12])[CH2:9][C:8]=2[CH:13]=1)([O-:3])=[O:2].[C:14](O)(=[O:19])[CH2:15][CH2:16][CH2:17][CH3:18].C(OC(=O)CCCC)(=O)CCCC>>[OH:19][C:14](=[C:9]1[C:8]2[CH:13]=[C:4]([N+:1]([O-:3])=[O:2])[CH:5]=[CH:6][C:7]=2[O:11][C:10]1=[O:12])[CH2:15][CH2:16][CH2:17][CH3:18]. Procedure: In a further process disclosed in EP-A 1 116 719, 5-nitro-2(3H)-benzofuranone is reacted in the presence of pentanoic acid and pentanoic anhydride to give 3-(1-hydroxypentylidene)-5-nitro-2(3H)-benzofuranone which reacts under acidic conditions to give 2-(n-butyl)-5-nitrobenzofuran. The disadvantage of this process is that 5-nitro-2(3H)-benzofuranone is used as precursor, which makes industrial application uneconomic. Yields the product CC(=O)OC1NC(=O)C1C(C)O. Reaction SMILES: [C:1]([CH3:2])(=[O:3])[O:4][CH:5]1[CH:6]([CH:10]([CH3:11])[O:12][Si:13]([C:14]([CH3:15])([CH3:16])[CH3:17])([CH3:18])[CH3:19])[C:7](=[O:9])[NH:8]1.[CH3:20][C:21](=[O:22])[OH:23].[OH2:24]>>[C:1]([CH3:2])(=[O:3])[O:4][CH:5]1[CH:6]([CH:10]([CH3:11])[OH:12])[C:7](=[O:9])[NH:8]1. Starting materials: CC(=O)OC1NC(=O)C1C(C)O[Si](C)(C)C(C)(C)C, CC(=O)O, O. Reactants: N#Cc1ccc(C(N)=O)cc1, N#Cc1ccc(C#N)cc1, CC(C)(C)O, [Na+], [OH-], O=S(=O)(O)O. Yields the product N#Cc1ccc(C(=O)O)cc1. Reaction SMILES: [C:13](#[N:14])[c:15]1[cH:16][cH:17][c:18]([C:19](=[O:20])[NH2:21])[cH:22][cH:23]1.[C:1](#[N:2])[c:3]1[cH:4][cH:5][c:6]([C:7]#[N:8])[cH:9][cH:10]1.[CH3:29][C:30]([OH:31])([CH3:32])[CH3:33].[Na+:12].[OH-:11].[S:24]([OH:25])(=[O:26])(=[O:27])[OH:28]>>[C:13](#[N:14])[c:15]1[cH:16][cH:17][c:18]([C:19](=[O:20])[OH:25])[cH:22][cH:23]1.